Dataset: the Open Reaction Database (ORD), a public repository of structured organic reaction records. Task: describe an organic reaction: reactants, conditions, products, and yield Reactants: N1=C(C=C(C=C1C)C)C (2,4,6-Collidin), BrCCCCCCCCCCO (10-bromodecanol), C(C(=C)C)(=O)Cl (methacrylic acid chloride). The solvent is ClCCl (dichloromethane). Conditions: temperature 0 celsius, time 15 hour. Product: BrCCCCCCCCCCOC(C(=C)C)=O (10-bromodecylmethacrylate). Yield: 69.9%. As a reaction SMILES: N1C(C)=CC(C)=CC=1C.[Br:10][CH2:11][CH2:12][CH2:13][CH2:14][CH2:15][CH2:16][CH2:17][CH2:18][CH2:19][CH2:20][OH:21].[C:22](Cl)(=[O:26])[C:23]([CH3:25])=[CH2:24]>ClCCl>[Br:10][CH2:11][CH2:12][CH2:13][CH2:14][CH2:15][CH2:16][CH2:17][CH2:18][CH2:19][CH2:20][O:21][C:22](=[O:26])[C:23]([CH3:25])=[CH2:24]. Procedure details: 2,4,6-Collidin (12.3 ml, 92.7 mmol, 1.1 eq.) was added to a solution of 10-bromodecanol (20.0 g, 84.3 mmol) in anhydrous dichloromethane (200 ml). After cooling the mixture to 0° C. methacrylic acid chloride (16.5 ml, 168.6 mmol, 2 eq.) was slowly added dropwise and the reaction mixture was stirred for 1 h at 0° C. and at for 15 h room temperature. The reaction mixture was then washed with water (100 ml) and cold 1N HCl (100 ml). The combined organic phases were dried with anhydrous sodium sulph... Reactants: Fc1ccc(-c2cn3c(n2)OCC3)c(F)c1, O=C1CCC(=O)N1I, CN(C)C=O, O. The product is Fc1ccc(-c2nc3n(c2I)CCO3)c(F)c1. RXN SMILES: [F:1][c:2]1[c:3](-[c:9]2[n:10][c:11]3[n:15]([cH:16]2)[CH2:14][CH2:13][O:12]3)[cH:4][cH:5][c:6]([F:8])[cH:7]1.[O:17]=[C:18]1[N:19]([I:24])[C:20](=[O:21])[CH2:22][CH2:23]1.[O:26]=[CH:27][N:28]([CH3:29])[CH3:30].[OH2:25]>>[F:1][c:2]1[c:3](-[c:9]2[n:10][c:11]3[n:15]([c:16]2[I:24])[CH2:14][CH2:13][O:12]3)[cH:4][cH:5][c:6]([F:8])[cH:7]1.